From a dataset of the Open Reaction Database (ORD), a public repository of structured organic reaction records. describe an organic reaction: reactants, conditions, products, and yield Reactants: O=C([O-])[O-], [Cs+], [Cs+], [Cu]I, COc1ccc(CNc2ncc(C#N)c3sc(I)cc23)cc1, C1COCCO1, c1c[nH]cn1. Product: COc1ccc(CNc2ncc(C#N)c3sc(-n4ccnc4)cc23)cc1. RXN SMILES: [C:6](=[O:7])([O-:8])[O-:9].[Cs+:10].[Cs+:11].[Cu:34][I:35].[I:12][c:13]1[cH:14][c:15]2[c:16]([NH:24][CH2:25][c:26]3[cH:27][cH:28][c:29]([O:32][CH3:33])[cH:30][cH:31]3)[n:17][cH:18][c:19]([C:22]#[N:23])[c:20]2[s:21]1.[O:36]1[CH2:37][CH2:38][O:39][CH2:40][CH2:41]1.[nH:1]1[cH:2][n:3][cH:4][cH:5]1>>[n:1]1(-[c:13]2[cH:14][c:15]3[c:16]([NH:24][CH2:25][c:26]4[cH:27][cH:28][c:29]([O:32][CH3:33])[cH:30][cH:31]4)[n:17][cH:18][c:19]([C:22]#[N:23])[c:20]3[s:21]2)[cH:2][n:3][cH:4][cH:5]1. The reactants are CCOC(=O)C (EtOAc), Cl (HCl), COC(=O)C=1C(=C2C=C(C(N(C2=CN1)CC1=CC=CC=C1)=O)Br)O (1-benzyl-3-bromo-5-hydroxy-2-oxo-1,2-dihydro-[1,7]naphthyridine-6-carboxylic acid methyl ester), C(CCC)[Sn](C=1C=NC=CC1)(CCCC)CCCC (3-(tributylstannyl)pyridine). The reagents and catalysts are Cl[Pd]([P](C1=CC=CC=C1)(C2=CC=CC=C2)C3=CC=CC=C3)([P](C4=CC=CC=C4)(C5=CC=CC=C5)C6=CC=CC=C6)Cl (PdCl2(PPh3)2). The solvent is [Cl-].[Na+].O (brine), CN(C)C=O (DMF). Reaction conditions: temperature 120 celsius. The product is EtOAc hexanes, COC(=O)C=1C(=C2C=C(C(N(C2=CN1)CC1=CC=CC=C1)=O)C=1C=NC=CC1)O (1-Benzyl-5-hydroxy-2-oxo-3-pyridin-3-yl-1,2-dihydro-[1,7]naphthyridine-6-carboxylic acid methyl ester). The yield is 50.2%. Reaction SMILES: [CH3:1][O:2][C:3]([C:5]1[C:6]([OH:24])=[C:7]2[C:12](=[CH:13][N:14]=1)[N:11]([CH2:15][C:16]1[CH:21]=[CH:20][CH:19]=[CH:18][CH:17]=1)[C:10](=[O:22])[C:9](Br)=[CH:8]2)=[O:4].C([Sn](CCCC)(CCCC)[C:30]1[CH:31]=[N:32][CH:33]=[CH:34][CH:35]=1)CCC.CCOC(C)=O.Cl>CN(C=O)C.[Cl-].[Na+].O.Cl[Pd](Cl)([P](C1C=CC=CC=1)(C1C=CC=CC=1)C1C=CC=CC=1)[P](C1C=CC=CC=1)(C1C=CC=CC=1)C1C=CC=CC=1>[CH3:1][O:2][C:3]([C:5]1[C:6]([OH:24])=[C:7]2[C:12](=[CH:13][N:14]=1)[N:11]([CH2:15][C:16]1[CH:21]=[CH:20][CH:19]=[CH:18][CH:17]=1)[C:10](=[O:22])[C:9]([C:30]1[CH:31]=[N:32][CH:33]=[CH:34][CH:35]=1)=[CH:8]2)=[O:4] |f:5.6.7,^1:61,80|. Reported procedure: A mixture of 1-benzyl-3-bromo-5-hydroxy-2-oxo-1,2-dihydro-[1,7]naphthyridine-6-carboxylic acid methyl ester (70 mg, 0.18 mmol), 3-(tributylstannyl)pyridine (0.086 mL, 0.27 mmol), and PdCl2(PPh3)2 (25 mg, 0.036 mmol) in DMF (5 mL) was heated at 120° C. under nitrogen atmosphere for 2 h. After the mixture was cooled to r.t., brine (10 mL) and EtOAc (50 mL) were added. 1 M HCl was added with stirring until pH was about 3-4. The aqueous layer was extracted with additional EtOAc and the organic layer...